Task: describe an organic reaction: reactants, conditions, products, and yield. Dataset: the Open Reaction Database (ORD), a public repository of structured organic reaction records The reactants are BrCC(=O)C1=CC=CC=C1 (2-bromoacetophenone), CC1=NC2=C(C=CC=C2C=C1)OCC(C)=O (2-methyl-8-(2-oxopropoxy)quinoline). Product: CC1=NC2=C(C=CC=C2C=C1)OCC(C1=CC=CC=C1)=O (2-Methyl-8-(2-oxo-2-phenylethoxy)quinoline). Yield: 72.0%. Reaction SMILES: Br[CH2:2][C:3]([C:5]1[CH:10]=[CH:9][CH:8]=[CH:7][CH:6]=1)=[O:4].[CH3:11][C:12]1[CH:21]=[CH:20][C:19]2[C:14](=[C:15]([O:22]CC(=O)C)[CH:16]=[CH:17][CH:18]=2)[N:13]=1>>[CH3:11][C:12]1[CH:21]=[CH:20][C:19]2[C:14](=[C:15]([O:22][CH2:2][C:3](=[O:4])[C:5]3[CH:10]=[CH:9][CH:8]=[CH:7][CH:6]=3)[CH:16]=[CH:17][CH:18]=2)[N:13]=1. Procedure details: 2-Methyl-8-(2-oxo-2-phenylethoxy)quinoline (11a) was prepared from 2-bromoacetophenone by the same procedure as 10a in 72% yield. mp: 70°-71° C.; 1H-NMR (CDCl3): δ2.77 (s, 3H, 2-CH3), 5.63 (s, 2H, OCH2), 6.94-8.10 (m, 8H, Ar--H), 7.29 (d, 1H, 3-H), 7.99 (d, 1H, 4-H).